Task: describe an organic reaction: reactants, conditions, products, and yield. Dataset: the Open Reaction Database (ORD), a public repository of structured organic reaction records The reactants are BrCC(=O)C1=NC=C(C#N)C=C1 (6-(2-bromo-acetyl)-nicotinonitrile), C1(CC1)CNC(=S)N (cyclopropylmethyl-thiourea), C([O-])(O)=O.[Na+] (sodium bicarbonate). The solvent is C(C)O (ethanol). The product is C1(CC1)CNC=1SC=C(N1)C1=NC=C(C#N)C=C1 (6-[2-(Cyclopropylmethylamino)-thiazol-4-yl]-nicotinonitrile). Yield: 90.0%. Reaction SMILES: Br[CH2:2][C:3]([C:5]1[CH:12]=[CH:11][C:8]([C:9]#[N:10])=[CH:7][N:6]=1)=O.[CH:13]1([CH2:16][NH:17][C:18]([NH2:20])=[S:19])[CH2:15][CH2:14]1.C(=O)(O)[O-].[Na+]>C(O)C>[CH:13]1([CH2:16][NH:17][C:18]2[S:19][CH:2]=[C:3]([C:5]3[CH:12]=[CH:11][C:8]([C:9]#[N:10])=[CH:7][N:6]=3)[N:20]=2)[CH2:15][CH2:14]1 |f:2.3|. Procedure: Slurry crude 6-(2-bromo-acetyl)-nicotinonitrile (5.2 g), cyclopropylmethyl-thiourea (2.7 g, 20.8 mmol) and sodium bicarbonate (1.95 g, 23.1 mmol) in ethanol (135 mL) at room temperature. Stir the mixture at reflux for 1 h under a nitrogen atmosphere. Cool the mixture to room temperature and concentrate in vacuo to a solid. Recrystallize from ethanol (20 mL) and water (100 mL) at 5° C. to obtain the desired intermediate as a tan solid (4.8 g, 81%). MS (ES+) m/z: 257 (M+H)+. As a reaction SMILES: F[C:2]1[CH:7]=[C:6]([C:8]2[CH:13]=[CH:12][C:11]([C:14]([F:17])([F:16])[F:15])=[CH:10][CH:9]=2)[N:5]=[CH:4][N:3]=1.[CH:18]1[C:27]2[C:22](=[CH:23][CH:24]=[CH:25][CH:26]=2)[C:21]([OH:28])=[CH:20][N:19]=1>>[F:15][C:14]([F:17])([F:16])[C:11]1[CH:12]=[CH:13][C:8]([C:6]2[N:5]=[CH:4][N:3]=[C:2]([O:28][C:21]3[C:22]4[C:27](=[CH:26][CH:25]=[CH:24][CH:23]=4)[CH:18]=[N:19][CH:20]=3)[CH:7]=2)=[CH:9][CH:10]=1. The reactants are FC1=NC=NC(=C1)C1=CC=C(C=C1)C(F)(F)F (4-fluoro-6-(4-trifluoromethyl-phenyl)-pyrimidine), C1=NC=C(C2=CC=CC=C12)O (isoquinolin-4-ol). Product: FC(C1=CC=C(C=C1)C1=CC(=NC=N1)OC1=CN=CC2=CC=CC=C12)(F)F (4-[6-(4-Trifluoromethyl-phenyl)-pyrimidin-4-yloxy]-isoquinoline). Procedure: The title compound was prepared from 4-fluoro-6-(4-trifluoromethyl-phenyl)-pyrimidine (Example 169(a) and isoquinolin-4-ol (MonomerChem) analogous to the conditions described in Example 169(b). Mp: 206–211° C. MS (ESI, pos. ion) m/z: 368.2 (M+1). The yield is 94.5%. RXN SMILES: [F:1][C:2]1[CH:8]=[C:7]([F:9])[CH:6]=[CH:5][C:3]=1[NH2:4].C(O[CH:13]=[C:14]([C:20](=[O:32])[C:21]1[C:26]([F:27])=[C:25]([F:28])[C:24]([F:29])=[C:23]([F:30])[C:22]=1[F:31])[C:15]([O:17][CH2:18][CH3:19])=[O:16])C.O>C(O)C>[F:27][C:26]1[C:25]([F:28])=[C:24]([F:29])[C:23]([F:30])=[C:22]([F:31])[C:21]=1[C:20]([C:14](=[CH:13][NH:4][C:3]1[CH:5]=[CH:6][C:7]([F:9])=[CH:8][C:2]=1[F:1])[C:15]([O:17][CH2:18][CH3:19])=[O:16])=[O:32]. Reactants: FC1=C(N)C=CC(=C1)F (2,4-difluoroaniline), C(C)OC=C(C(=O)OCC)C(C1=C(C(=C(C(=C1F)F)F)F)F)=O (ethyl 3-ethoxy-2-(2,3,4,5,6-pentafluorobenzoyl)-acrylate), O (water). Product: FC1=C(C(=O)C(C(=O)OCC)=CNC2=C(C=C(C=C2)F)F)C(=C(C(=C1F)F)F)F (Ethyl 2-(2,3,4,5,6-pentafluorobenzoyl)-3-(2,4-difluorophenylamino)-acrylate). Solvent: C(C)O (ethanol). Reported procedure: 44.3 g of 2,4-difluoroaniline are added dropwise to a solution of 115 g of ethyl 3-ethoxy-2-(2,3,4,5,6-pentafluorobenzoyl)-acrylate in 380 ml of ethanol, while cooling with ice and stirring. The mixture is stirred at room temperature for 1 hour, 380 ml of water are added, while cooling with ice, and the precipitate is filtered off with suction, washed with ethanol/H2O (1:1) and dried. 135.4 g of the title compound of melting point 97°-99° C. are obtained. Starting materials: S(=O)(Cl)Cl (thionyl chloride), CC(COCC(=O)O)C (2-methylpropoxyacetic acid). Run in C(Cl)(Cl)Cl (chloroform). The product is CC(COCC(=O)Cl)C (2-Methylpropoxyacetyl chloride). Reaction SMILES: S(Cl)([Cl:3])=O.[CH3:5][CH:6]([CH3:13])[CH2:7][O:8][CH2:9][C:10](O)=[O:11]>C(Cl)(Cl)Cl>[CH3:5][CH:6]([CH3:13])[CH2:7][O:8][CH2:9][C:10]([Cl:3])=[O:11]. Procedure: 2-Methylpropoxyacetyl chloride may be obtained in the following manner: thionyl chloride (5 cc) is added in the course of 15 minutes to a solution of 2-methylpropoxyacetic acid (8.3 g) in chloroform (50 cc). The mixture is heated for 5 hours under reflux and then evaporated to dryness under reduced pressure (2.7 kPa). 2-Methylpropoxyacetyl chloride (7.5 g) is thereby obtained in the form of an oil, which is employed in the crude state in the subsequent syntheses. The reactants are BrC=1C=C(C=CC1)C1(CC1)NC[C@H]([C@H](CC1=CC(=CC(=C1)F)F)NC(C)=O)O (N-[(1S,2R)-3-{[1-(3-bromophenyl)cyclopropyl]amino}-1-(3,5-difluorobenzyl)-2-hydroxypropyl]acetamide), COC=1C=C(C=CC1)B(O)O (3-methoxyphenylboronic acid), C(=O)([O-])[O-].[Cs+].[Cs+] (Cs2CO3). Reagents/catalysts: C=1C=CC(=CC1)[P](C=2C=CC=CC2)(C=3C=CC=CC3)[Pd]([P](C=4C=CC=CC4)(C=5C=CC=CC5)C=6C=CC=CC6)([P](C=7C=CC=CC7)(C=8C=CC=CC8)C=9C=CC=CC9)[P](C=1C=CC=CC1)(C=1C=CC=CC1)C=1C=CC=CC1 (Pd(Ph3P)4). The solvent is CCOC(=O)C (EtOAc), CN(C)C=O (DMF). Reaction conditions: temperature 90 celsius. Product: FC=1C=C(C[C@@H]([C@@H](CNC2(CC2)C=2C=C(C=CC2)C2=CC(=CC=C2)OC)O)NC(C)=O)C=C(C1)F (N-((1S,2R)-1-(3,5-difluorobenzyl)-2-hydroxy-3-{[1-(3′-methoxy-1,1′-biphenyl-3-yl)cyclopropyl]amino}propyl)acetamide). The yield is 31.4%. As a reaction SMILES: Br[C:2]1[CH:3]=[C:4]([C:8]2([NH:11][CH2:12][C@@H:13]([OH:28])[C@@H:14]([NH:24][C:25](=[O:27])[CH3:26])[CH2:15][C:16]3[CH:21]=[C:20]([F:22])[CH:19]=[C:18]([F:23])[CH:17]=3)[CH2:10][CH2:9]2)[CH:5]=[CH:6][CH:7]=1.[CH3:29][O:30][C:31]1[CH:32]=[C:33](B(O)O)[CH:34]=[CH:35][CH:36]=1.C([O-])([O-])=O.[Cs+].[Cs+]>CN(C=O)C.CCOC(C)=O.C1C=CC([P]([Pd]([P](C2C=CC=CC=2)(C2C=CC=CC=2)C2C=CC=CC=2)([P](C2C=CC=CC=2)(C2C=CC=CC=2)C2C=CC=CC=2)[P](C2C=CC=CC=2)(C2C=CC=CC=2)C2C=CC=CC=2)(C2C=CC=CC=2)C2C=CC=CC=2)=CC=1>[F:23][C:18]1[CH:17]=[C:16]([CH:21]=[C:20]([F:22])[CH:19]=1)[CH2:15][C@H:14]([NH:24][C:25](=[O:27])[CH3:26])[C@H:13]([OH:28])[CH2:12][NH:11][C:8]1([C:4]2[CH:3]=[C:2]([C:35]3[CH:34]=[CH:33][CH:32]=[C:31]([O:30][CH3:29])[CH:36]=3)[CH:7]=[CH:6][CH:5]=2)[CH2:10][CH2:9]1 |f:2.3.4,^1:60,62,81,100|. Procedure: To a solution of N-[(1S,2R)-3-{[1-(3-bromophenyl)cyclopropyl]amino}-1-(3,5-difluorobenzyl)-2-hydroxypropyl]acetamide (0.030 g) in DMF (0.75 mL) was added 3-methoxyphenylboronic acid (0.030 g), Cs2CO3 (0.085 g) and Pd(Ph3P)4. The mixture was heated for 12 h at 90° C. The cooled solution was diluted with EtOAc (15 mL) and washed with brine (10 mL×2). The organic layer was dried over Na2SO4, filtered, and evaporated under reduced pressure. The resulting residue was purified by column chromatography... The product is [Si](C)(C)(C(C)(C)C)OC1CNC1 (3-[(tert-butyldimethylsilyl)oxy]azetidine). Solvent: C(C)O (ethanol), water ice. Reactants: [Si](C)(C)(C(C)(C)C)OC1CN(C1)C(=O)OCC1=CC=CC=C1 (benzyl 3-[(tert-butyldimethylsilyl)oxy]azetidine-1-carboxylate). Procedure details: Into a solution of benzyl 3-[(tert-butyldimethylsilyl)oxy]azetidine-1-carboxylate (4.2 g, 13.06 mmol, 1.00 equiv) in ethanol (15 mL) was added palladium carbon (1.3 g, 0.30 equiv) at 0° C. in water/ice bath. The resulting solution was stirred overnight at room temperature. The solids were filtered off. The resulting mixture was concentrated under vacuum to afford 2.2 g (90%) of 3-[(tert-butyldimethylsilyl)oxy]azetidine (50.4) as a light yellow liquid. Conditions: time 8 hour. Isolated yield 89.9%. RXN SMILES: [Si:1]([O:8][CH:9]1[CH2:12][N:11](C(OCC2C=CC=CC=2)=O)[CH2:10]1)([C:4]([CH3:7])([CH3:6])[CH3:5])([CH3:3])[CH3:2]>C(O)C.[C].[Pd]>[Si:1]([O:8][CH:9]1[CH2:12][NH:11][CH2:10]1)([C:4]([CH3:7])([CH3:6])[CH3:5])([CH3:3])[CH3:2] |f:2.3|. Reagents/catalysts: [C].[Pd] (palladium carbon). Reactants: COC(=O)C(=O)OC, CO, CCOCC, CCOC(C)=O, C[O-], CC(=O)c1ccc(Cl)cc1, Cl, [Na+]. Product: COC(=O)C(=O)CC(=O)c1ccc(Cl)cc1. Reaction SMILES: [C:1]([C:2]([O:4][CH3:3])=[O:5])(=[O:6])[O:7][CH3:8].[CH3:12][OH:13].[CH3:25][CH2:26][O:27][CH2:28][CH3:29].[CH3:30][CH2:31][O:32][C:33](=[O:34])[CH3:35].[CH3:9][O-:10].[Cl:14][c:15]1[cH:16][cH:17][c:18]([C:21]([CH3:22])=[O:23])[cH:19][cH:20]1.[ClH:24].[Na+:11]>>[C:1]([C:2](=[O:4])[CH2:22][C:21]([c:18]1[cH:17][cH:16][c:15]([Cl:14])[cH:20][cH:19]1)=[O:23])(=[O:6])[O:7][CH3:8].